This data is from the Open Reaction Database (ORD), a public repository of structured organic reaction records. The task is: describe an organic reaction: reactants, conditions, products, and yield The reactants are CC(=O)[O-], CC(=O)CC(C)=O, CCO, Cl, Nc1ccc(C(F)(F)F)cc1, O=N[O-], [Na+], [Na+], O. Product: CC(=O)C(=NNc1ccc(C(F)(F)F)cc1)C(C)=O. Reaction SMILES: [CH3:17][C:18](=[O:19])[O-:20].[CH3:21][C:22](=[O:23])[CH2:24][C:25]([CH3:26])=[O:27].[CH3:30][CH2:31][OH:32].[ClH:29].[F:1][C:2]([c:3]1[cH:4][cH:5][c:6]([NH2:7])[cH:8][cH:9]1)([F:10])[F:11].[N:12]([O-:13])=[O:14].[Na+:15].[Na+:16].[OH2:28]>>[F:1][C:2]([c:3]1[cH:4][cH:5][c:6]([NH:7][N:12]=[C:24]([C:22]([CH3:21])=[O:23])[C:25]([CH3:26])=[O:27])[cH:8][cH:9]1)([F:10])[F:11]. The reactants are CC(C)(C)c1ccc(S(=O)(=O)Nc2ccc(Cl)cc2I)cc1, O=C([O-])[O-], CNC1CCCCC1NC, [Cs+], [Cs+], [Cu]I, C1COCCO1, c1cnc2nn[nH]c2c1. The product is CC(C)(C)c1ccc(S(=O)(=O)Nc2ccc(Cl)cc2-n2nnc3ncccc32)cc1. As a reaction SMILES: [C:1]([CH3:2])([CH3:3])([CH3:4])[c:5]1[cH:6][cH:7][c:8]([S:11](=[O:12])(=[O:13])[NH:14][c:15]2[c:16]([I:22])[cH:17][c:18]([Cl:21])[cH:19][cH:20]2)[cH:9][cH:10]1.[C:32](=[O:33])([O-:34])[O-:35].[CH3:38][NH:39][CH:40]1[CH2:41][CH2:42][CH2:43][CH2:44][CH:45]1[NH:46][CH3:47].[Cs+:36].[Cs+:37].[Cu:48][I:49].[O:50]1[CH2:51][CH2:52][O:53][CH2:54][CH2:55]1.[nH:23]1[n:24][n:25][c:26]2[c:27]1[cH:28][cH:29][cH:30][n:31]2>>[C:1]([CH3:2])([CH3:3])([CH3:4])[c:5]1[cH:6][cH:7][c:8]([S:11](=[O:12])(=[O:13])[NH:14][c:15]2[c:16](-[n:23]3[n:24][n:25][c:26]4[c:27]3[cH:28][cH:29][cH:30][n:31]4)[cH:17][c:18]([Cl:21])[cH:19][cH:20]2)[cH:9][cH:10]1. The reactants are C1(=CC=CC=C1O)C (cresol), C=O (paraformaldehyde), [Sn](Cl)(Cl)(Cl)Cl (tin tetrachloride), tri-N-butylamine, Cl (hydrochloric acid), O (water). The solvent is C1(=CC=CC=C1)C (toluene). Reaction conditions: time 20 minute. Yields the product OC1=C(C=O)C=CC(=C1)C (2-hydroxy-4-methylbenzaldehyde). RXN SMILES: [C:1]1([CH3:8])[C:6](O)=[CH:5][CH:4]=[CH:3][CH:2]=1.[Sn](Cl)(Cl)(Cl)Cl.[CH2:14]=[O:15].Cl.[OH2:17]>C1(C)C=CC=CC=1>[OH:15][C:14]1[CH:6]=[C:1]([CH3:8])[CH:2]=[CH:3][C:4]=1[CH:5]=[O:17]. Reported procedure: To a solution of toluene (200 ml) containing cresol (108 g) under a nitrogen atmosphere was added tin tetrachloride (26 g) and tri-N-butylamine (54 g). This mixture was stirred at room temperature for 20 minutes and 66 g of paraformaldehyde added. This solution was then heated at 100° C. for 8 hours. After cooling to room temperature, the reaction mixture was added to water (500 ml) acidified to pH 2 with hydrochloric acid (2N) and extracted with ether, washed with brine, dried (MgSO4) and evapo... Reactants: CC1=C(C(CCC1)(C)C)C(\C=C/C)=O (cis-2,6,6-trimethyl-1-crotonyl-1-cyclohexene), C1=CC=CC=C1 (benzene), C1(=CC=C(C=C1)S(=O)(=O)O)C (p-toluensulfonic acid). The solvent is CCOCC (ether). Product: CC1=C(C(CCC1)(C)C)C(\C=C\C)=O (trans-2,6,6-trimethyl-1-crotonoyl-1-cyclohexene). Isolated yield 90.0%. Reaction SMILES: [CH3:1][C:2]1[CH2:7][CH2:6][CH2:5][C:4]([CH3:9])([CH3:8])[C:3]=1[C:10](=[O:14])/[CH:11]=[CH:12]\[CH3:13].C1C=CC=CC=1.C1(C)C=CC(S(O)(=O)=O)=CC=1>CCOCC>[CH3:1][C:2]1[CH2:7][CH2:6][CH2:5][C:4]([CH3:8])([CH3:9])[C:3]=1[C:10](=[O:14])/[CH:11]=[CH:12]/[CH3:13]. Reported procedure: Under an atmosphere of nitrogen, a solution containing 1.16 g. of cis-2,6,6-trimethyl-1-crotonyl-1-cyclohexene prepared according to Example 18, 12 ml. of dry benzene and 0.023 g. of p-toluensulfonic acid were stirred 48 hours at room temperature. The solution was diluted with ether, neutralised and washed as usual. The volatile components were removed in vacuo and distillation gave a 90% yield of trans-2,6,6-trimethyl-1-crotonoyl-1-cyclohexene, b.p. 78°-80°/0.001 Torr, the constants of which we...